From a dataset of the Open Reaction Database (ORD), a public repository of structured organic reaction records. describe an organic reaction: reactants, conditions, products, and yield Reactants: BrC1=CC(=CC(=C1)C(C)(C)C)Br (1,3-dibromo-5-tert-butylbenzene), N1C=NC=C1 (1H-imidazole), C(=O)([O-])[O-].[K+].[K+] (K2CO3), CN(CC(=O)O)C (2-(dimethylamino)acetic acid). Reagents/catalysts: [Cu]I (CuI). Solvent: CS(=O)C (DMSO), C(C)(=O)OCC (ethyl acetate). Conditions: temperature 110 celsius, time 4 day. Yields the product BrC=1C=C(C=C(C1)C(C)(C)C)N1C=NC=C1 (1-(3-bromo-5-tert-butylphenyl)-1H-imidazole). Reaction SMILES: Br[C:2]1[CH:7]=[C:6]([C:8]([CH3:11])([CH3:10])[CH3:9])[CH:5]=[C:4]([Br:12])[CH:3]=1.[NH:13]1[CH:17]=[CH:16][N:15]=[CH:14]1.C([O-])([O-])=O.[K+].[K+].CN(C)CC(O)=O>CS(C)=O.C(OCC)(=O)C.[Cu]I>[Br:12][C:4]1[CH:3]=[C:2]([N:13]2[CH:17]=[CH:16][N:15]=[CH:14]2)[CH:7]=[C:6]([C:8]([CH3:11])([CH3:10])[CH3:9])[CH:5]=1 |f:2.3.4|. Reported procedure: A mixture of 1,3-dibromo-5-tert-butylbenzene (2.92 g, 10.0 mmol, 1.0 eq), 1H-imidazole (0.69 g, 10.0 mmol, 1.0 eq), CuI (0.19 g, 1.0 mmol, 0.10 eq), K2CO3 (2.76 g, 20.0 mmol, 2.0 eq) and 2-(dimethylamino)acetic acid (0.21 g, 2.0 mmol, 0.20 eq) in DMSO (10 mL) was stirred at a temperature of 110° C. for four days under a nitrogen atmosphere, then cooled down to ambient temperature. The mixture was diluted with plenty of ethyl acetate and filtered. The filtrate was washed with water three times, d... Starting materials: CC(=O)O[BH-](OC(C)=O)OC(C)=O, CCOC(C)=O, CS(=O)(=O)c1ccc(-c2nc(C(F)(F)F)nc(N3CCNCC3)c2-c2ccccc2)cc1, CC(=O)O, CC(Cl)Cl, [Na+], O, O=Cc1nccs1. Product: CS(=O)(=O)c1ccc(-c2nc(C(F)(F)F)nc(N3CCN(Cc4nccs4)CC3)c2-c2ccccc2)cc1. RXN SMILES: [C:40]([O:41][BH-:42]([O:43][C:44](=[O:45])[CH3:46])[O:47][C:48](=[O:49])[CH3:50])(=[O:51])[CH3:52].[C:63]([O:64][CH2:65][CH3:66])(=[O:67])[CH3:68].[CH3:1][S:2](=[O:3])(=[O:4])[c:5]1[cH:6][cH:7][c:8](-[c:11]2[c:12](-[c:27]3[cH:28][cH:29][cH:30][cH:31][cH:32]3)[c:13]([N:21]3[CH2:22][CH2:23][NH:24][CH2:25][CH2:26]3)[n:14][c:15]([C:17]([F:18])([F:19])[F:20])[n:16]2)[cH:9][cH:10]1.[CH3:54][C:55](=[O:56])[OH:57].[Cl:58][CH:59]([Cl:60])[CH3:61].[Na+:53].[OH2:62].[s:33]1[c:34]([CH:38]=[O:39])[n:35][cH:36][cH:37]1>>[CH3:1][S:2](=[O:3])(=[O:4])[c:5]1[cH:6][cH:7][c:8](-[c:11]2[c:12](-[c:27]3[cH:28][cH:29][cH:30][cH:31][cH:32]3)[c:13]([N:21]3[CH2:22][CH2:23][N:24]([CH2:38][c:34]4[s:33][cH:37][cH:36][n:35]4)[CH2:25][CH2:26]3)[n:14][c:15]([C:17]([F:18])([F:19])[F:20])[n:16]2)[cH:9][cH:10]1. The reactants are CC(C)(C)OC(=O)N1CCC(N)CC1, O=C([O-])[O-], CCN(C(C)C)C(C)C, N#Cc1ccc(Cl)nc1, [Na+], [Na+], CN(C)C=O. Product: CC(C)(C)OC(=O)N1CCC(Nc2ccc(C#N)cn2)CC1. RXN SMILES: [C:10]([CH3:11])([CH3:12])([CH3:13])[O:14][C:15](=[O:16])[N:17]1[CH2:18][CH2:19][CH:20]([NH2:23])[CH2:21][CH2:22]1.[C:29](=[O:30])([O-:31])[O-:32].[CH2:35]([N:36]([CH:37]([CH3:38])[CH3:39])[CH:40]([CH3:41])[CH3:42])[CH3:43].[Cl:1][c:2]1[n:3][cH:4][c:5]([C:6]#[N:7])[cH:8][cH:9]1.[Na+:33].[Na+:34].[O:24]=[CH:25][N:26]([CH3:27])[CH3:28]>>[c:2]1([NH:23][CH:20]2[CH2:19][CH2:18][N:17]([C:15]([O:14][C:10]([CH3:11])([CH3:12])[CH3:13])=[O:16])[CH2:22][CH2:21]2)[n:3][cH:4][c:5]([C:6]#[N:7])[cH:8][cH:9]1. Reactants: O=C(CN1CC2CCC(=O)N2C1=O)OCc1ccccc1, C1CCOC1. The product is O=C(O)CN1CC2CCC(=O)N2C1=O. RXN SMILES: [CH2:1]([c:2]1[cH:3][cH:4][cH:5][cH:6][cH:7]1)[O:8][C:9]([CH2:10][N:11]1[C:12](=[O:20])[N:13]2[CH:14]([CH2:15]1)[CH2:16][CH2:17][C:18]2=[O:19])=[O:21].[O:22]1[CH2:23][CH2:24][CH2:25][CH2:26]1>>[O:8]=[C:9]([CH2:10][N:11]1[C:12](=[O:20])[N:13]2[CH:14]([CH2:15]1)[CH2:16][CH2:17][C:18]2=[O:19])[OH:21]. Reaction SMILES: [Cl:1][C:2]1[CH:11]=[C:10]2[C:5]([CH:6]=[C:7]([O:12][C:13]3[CH:26]=[CH:25][C:16]([O:17][CH:18]([CH3:24])[C:19]([O:21][CH2:22][CH3:23])=[O:20])=[CH:15][CH:14]=3)[CH:8]=[N:9]2)=[CH:4][CH:3]=1.[CH2:27](O)CC>S(=O)(=O)(O)O>[Cl:1][C:2]1[CH:11]=[C:10]2[C:5]([CH:6]=[C:7]([O:12][C:13]3[CH:14]=[CH:15][C:16]([O:17][CH:18]([CH3:24])[C:19]([O:21][CH2:22][CH2:23][CH3:27])=[O:20])=[CH:25][CH:26]=3)[CH:8]=[N:9]2)=[CH:4][CH:3]=1. Conditions: time 72 hour. Reported procedure: A mixture of ethyl 2-[4-(7-chloroquinolin-3-yloxy)phenoxy]propionate (500 mg), concentrated sulphuric acid (2 drops) and n-propanol (50 ml) was heated under reflux with stirring for 72 hours. The solvent was removed under reduced pressure and the residue was partitioned between dichloromethane and water. The organic layer was separated, dried over magnesium sulphate and evaporated to give n-propyl 2-[4-(7-chloroquinolin-3-yloxy)phenoxy]propionate as a pale brown oil which was characterised by it... Product: ClC1=CC=C2C=C(C=NC2=C1)OC1=CC=C(OC(C(=O)OCCC)C)C=C1 (n-propyl 2-[4-(7-chloroquinolin-3-yloxy)phenoxy]propionate). The reagents and catalysts are S(O)(O)(=O)=O (sulphuric acid). The reactants are ClC1=CC=C2C=C(C=NC2=C1)OC1=CC=C(OC(C(=O)OCC)C)C=C1 (ethyl 2-[4-(7-chloroquinolin-3-yloxy)phenoxy]propionate), C(CC)O (n-propanol).